This data is from the Open Reaction Database (ORD), a public repository of structured organic reaction records. The task is: describe an organic reaction: reactants, conditions, products, and yield Starting materials: Cl[C@@H]1OC2=C([C@H]1Cl)C=CC(=C2)C(=O)OC (trans-Methyl 2,3-dichloro-2,3-dihydro-1-benzofuran-6-carboxylate), C(=O)([O-])[O-].[K+].[K+] (K2CO3). Solvent: CCO (EtOH). Conditions: time 8 hour. Product: ClC1=COC2=C1C=CC(=C2)C(=O)OCC (ethyl 3-chloro-1-benzofuran-6-carboxylate). Isolated yield 58.1%. Reaction SMILES: Cl[C@H:2]1[C@H:6]([Cl:7])[C:5]2[CH:8]=[CH:9][C:10]([C:12]([O:14][CH3:15])=[O:13])=[CH:11][C:4]=2[O:3]1.[C:16]([O-])([O-])=O.[K+].[K+]>CCO>[Cl:7][C:6]1[C:5]2[CH:8]=[CH:9][C:10]([C:12]([O:14][CH2:15][CH3:16])=[O:13])=[CH:11][C:4]=2[O:3][CH:2]=1 |f:1.2.3|. Procedure details: trans-Methyl 2,3-dichloro-2,3-dihydro-1-benzofuran-6-carboxylate (58 mg, 0.23 mmol) is dissolved in EtOH (2 ml), treated with K2CO3 (187 mg, 1.35 mmol) and stirred at RT overnight. The mixture is concentrated to dryness, the residue is dissolved in 50% saturated NaCl (10 ml) and extracted with CH2Cl2 (3×10 ml). The combined organics are dried (K2CO3), filtered, and concentrated in vacuo to a yellow oil. The crude material is chromatographed over 10 g slurry-packed silica gel, eluting with 25% Et...